Dataset: the Open Reaction Database (ORD), a public repository of structured organic reaction records. Task: describe an organic reaction: reactants, conditions, products, and yield Run at temperature -7 celsius, time 17.5 hour. Starting materials: [H-].[Na+] (Sodium hydride), CNS(=O)(=O)C (N-methylmethanesulfonamide), BrC=1C(=NC(=NC1C(C)C)Cl)C1=CC=C(C=C1)F (5-bromo-2-chloro-4-(4-fluorophenyl)-6-isopropylpyrimidine). Product: BrC=1C(=NC(=NC1C(C)C)N(S(=O)(=O)C)C)C1=CC=C(C=C1)F (N-(5-bromo-4-(4-fluorophenyl)-6-isopropylpyrimidin-2-yl)-N-methylmethanesulfonamide). Procedure details: A 5M to 6M solution of hydrogen chloride in isopropanol (38 mL, 194 mmoles) was added to a stirred mixture of urea (7.78 g, 129.6 mmoles) and 1-(4-fluorophenyl)-4-methylpentane-1,3-dione (8.43 g, 32.4 mmoles) in ethanol (49 mL). The reaction mixture was refluxed for 40 hours and then cooled to −6° C. The resultant precipitate was collected by filtration and washed with diethyl ether (20 mL). The solid was added to water (60 mL) and saturated aqueous sodium bicarbonate solution (10 mL). Further s... Yield: 91.1%. Reaction SMILES: [H-].[Na+].[Br:3][C:4]1[C:5]([C:14]2[CH:19]=[CH:18][C:17]([F:20])=[CH:16][CH:15]=2)=[N:6][C:7](Cl)=[N:8][C:9]=1[CH:10]([CH3:12])[CH3:11].[CH3:21][NH:22][S:23]([CH3:26])(=[O:25])=[O:24]>CCCCCC.CN(C=O)C>[Br:3][C:4]1[C:5]([C:14]2[CH:19]=[CH:18][C:17]([F:20])=[CH:16][CH:15]=2)=[N:6][C:7]([N:22]([CH3:21])[S:23]([CH3:26])(=[O:25])=[O:24])=[N:8][C:9]=1[CH:10]([CH3:12])[CH3:11] |f:0.1|. Solvent: CCCCCC (hexane), CN(C)C=O (DMF). Reactants: [Si](C1=CC=CC=C1)(C1=CC=CC=C1)(C(C)(C)C)OCCC(CC(=O)OC(C)(C)C)C1=NOC(=C1C1CC1)C1CC(C1)CC(C)C (tert-Butyl 5-(tert-butyldiphenylsilanyloxy)-3-[4-cyclopropyl-5-(3-isobutylcyclobutyl)isoxazol-3-yl]valerate), O1CCCC1 (tetrahydrofuran), 4/1, [F-].C(CCC)[N+](CCCC)(CCCC)CCCC (tetrabutylammonium fluoride). The solvent is C(C)(=O)O.O (acetic acid water). Conditions: time 8 hour. The product is C1(CC1)C=1C(=NOC1C1CC(C1)CC(C)C)C(CC(=O)OC(C)(C)C)CCO (tert-Butyl 3-[4-cyclopropyl-5-(3-isobutylcyclobutyl)isoxazol-3-yl]-5-hydroxyvalerate). The yield is 107.9%. RXN SMILES: [Si]([O:18][CH2:19][CH2:20][CH:21]([C:30]1[C:34]([CH:35]2[CH2:37][CH2:36]2)=[C:33]([CH:38]2[CH2:41][CH:40]([CH2:42][CH:43]([CH3:45])[CH3:44])[CH2:39]2)[O:32][N:31]=1)[CH2:22][C:23]([O:25][C:26]([CH3:29])([CH3:28])[CH3:27])=[O:24])(C(C)(C)C)(C1C=CC=CC=1)C1C=CC=CC=1.O1CCCC1.[F-].C([N+](CCCC)(CCCC)CCCC)CCC>C(O)(=O)C.O>[CH:35]1([C:34]2[C:30]([CH:21]([CH2:20][CH2:19][OH:18])[CH2:22][C:23]([O:25][C:26]([CH3:28])([CH3:27])[CH3:29])=[O:24])=[N:31][O:32][C:33]=2[CH:38]2[CH2:39][CH:40]([CH2:42][CH:43]([CH3:45])[CH3:44])[CH2:41]2)[CH2:36][CH2:37]1 |f:2.3,4.5|. Procedure details: tert-Butyl 5-(tert-butyldiphenylsilanyloxy)-3-[4-cyclopropyl-5-(3-isobutylcyclobutyl)isoxazol-3-yl]valerate (17.62 g) and tetrahydrofuran (106 mL) were mixed. After an addition of acetic acid/water=4/1 (2.45 mL) and tetrabutylammonium fluoride (1 M in tetrahydrofuran) (39.2 mL) to the solution at ice temperature, the mixture was stirred at RT overnight. The reaction mixture was concentrated in vacuo and purified by silica gel column chromatography (Eluent: ethyl acetate/hexane=1/6→1/2) to give t...